From a dataset of the Open Reaction Database (ORD), a public repository of structured organic reaction records. describe an organic reaction: reactants, conditions, products, and yield Starting materials: C(Cl)(Cl)Cl (chloroform), C(C)O (ethanol), [H-].[H-].[H-].[H-].[Li+].[Al+3] (LiAlH4), O(C1=CC=CC=C1)[C@H]1[C@H](CC2=CC=CC=C12)NC(=O)OC(C)(C)C ((±) cis-1-phenoxy-2-tert-butoxycarbonylaminoindane), O1CCCC1 (tetrahydrofuran). The product is Cl.O(C1=CC=CC=C1)[C@H]1[C@H](CC2=CC=CC=C12)NC ((±) cis-1-Phenoxy-2-methylaminoindane Hydrochloride), oil. Reaction SMILES: [H-].[H-].[H-].[H-].[Li+].[Al+3].[O:7]([C@@H:14]1[C:22]2[C:17](=[CH:18][CH:19]=[CH:20][CH:21]=2)[CH2:16][C@@H:15]1[NH:23][C:24](OC(C)(C)C)=O)[C:8]1[CH:13]=[CH:12][CH:11]=[CH:10][CH:9]=1.O1CCCC1.C(O)C.C(Cl)(Cl)[Cl:40]>>[ClH:40].[O:7]([C@@H:14]1[C:22]2[C:17](=[CH:18][CH:19]=[CH:20][CH:21]=2)[CH2:16][C@@H:15]1[NH:23][CH3:24])[C:8]1[CH:9]=[CH:10][CH:11]=[CH:12][CH:13]=1 |f:0.1.2.3.4.5,10.11|. Procedure details: The title compound was prepared in a similar manner to Example 12 from LiAlH4 (250 mg, 6.5 mmol), (±) cis-1-phenoxy-2-tert-butoxycarbonylaminoindane (425 mg, 1.3 mmol) and tetrahydrofuran (30 ml). After a reaction time of 2 h the reaction was worked up as previously described and subjected to column chromatography on silica gel eluting with 5% ethanol in chloroform to afford a colourless oil (290 mg) which was converted to the HCl salt and crystallised to afford the title compound as a white sol... Starting materials: ClC=1C=C(C2=C(NC(C(O2)C)=O)C1)C(=O)O (6-chloro-3,4-dihydro-2-methyl-3-oxo-2H-1,4-benzoxazine-8-carboxylic acid), S(O)(O)(=O)=O (sulfuric acid), CO (methanol). Conditions: time 40 hour. Yields the product ClC=1C=C(C2=C(NC(C(O2)C)=O)C1)C(=O)OC (methyl 6-chloro-3,4-dihydro-2-methyl-3-oxo-2H-1,4-benzoxazine-8-carboxylate). Reaction SMILES: [Cl:1][C:2]1[CH:3]=[C:4]([C:14]([OH:16])=[O:15])[C:5]2[O:10][CH:9]([CH3:11])[C:8](=[O:12])[NH:7][C:6]=2[CH:13]=1.S(=O)(=O)(O)O.[CH3:22]O>>[Cl:1][C:2]1[CH:3]=[C:4]([C:14]([O:16][CH3:22])=[O:15])[C:5]2[O:10][CH:9]([CH3:11])[C:8](=[O:12])[NH:7][C:6]=2[CH:13]=1. Procedure details: A mixture of 10 g of 6-chloro-3,4-dihydro-2-methyl-3-oxo-2H-1,4-benzoxazine-8-carboxylic acid, 150 ml of methanol and 5 ml of concentrated sulfuric acid is refluxed under heating with stirring for 40 hours, and then cooled. The precipitated crystals are collected by filtration, washed with methanol and dried to give 9.5 g of methyl 6-chloro-3,4-dihydro-2-methyl-3-oxo-2H-1,4-benzoxazine-8-carboxylate, melting at 186°-189° C. Starting materials: NC1=CC(=NC=C1NCC)C(C)=O (1-(4-amino-5-ethylamino-pyridin-2-yl)-ethanone), S1C(=NC=C1)C=1N(C=CN1)CC(=O)O ((2-thiazol-2-yl-imidazol-1-yl)-acetic acid), CCN=C=NCCCN(C)C (EDCI), N1=CC=CC=C1 (pyridine). Run in O (water). Conditions: time 72 hour. The product is C(C)N1C(=NC2=C1C=NC(=C2)C(C)=O)CN2C(=NC=C2)C=2SC=CN2 (1-(3-ethyl-2-{[2-(1,3-thiazol-2-yl)-1H-imidazol-1-yl]methyl}-3H-imidazo[4,5-c]pyridin-6-yl)ethanone). Reaction SMILES: [NH2:1][C:2]1[C:7]([NH:8][CH2:9][CH3:10])=[CH:6][N:5]=[C:4]([C:11](=[O:13])[CH3:12])[CH:3]=1.[S:14]1[CH:18]=[CH:17][N:16]=[C:15]1[C:19]1[N:20]([CH2:24][C:25](O)=O)[CH:21]=[CH:22][N:23]=1.CCN=C=NCCCN(C)C.N1C=CC=CC=1>O>[CH2:9]([N:8]1[C:7]2[CH:6]=[N:5][C:4]([C:11](=[O:13])[CH3:12])=[CH:3][C:2]=2[N:1]=[C:25]1[CH2:24][N:20]1[CH:21]=[CH:22][N:23]=[C:19]1[C:15]1[S:14][CH:18]=[CH:17][N:16]=1)[CH3:10]. Procedure details: A mixture of 1-(4-amino-5-ethylamino-pyridin-2-yl)-ethanone (54 mg, 0.3 mmol), (2-thiazol-2-yl-imidazol-1-yl)-acetic acid (61 mg, 0.3 mmol), EDCI (60 mg; 0.3 mmol), and pyridine (2 mL) is stirred at room temperature for 72 hr and then poured into water. The aqueous layer is extracted with ethyl acetate and the combined organic layers are dried over Na2SO4. Solvent is evaporated in vacuo and the residue is taken up in acetic acid (5 mL). The mixture is heated to reflux for 16 hr and saturated NaH... Starting materials: BrCCc1ccccc1, Cc1ccccc1, c1ccc(P(c2ccccc2)c2ccccc2)cc1. The product is [Br-], c1ccc(CC[P+](c2ccccc2)(c2ccccc2)c2ccccc2)cc1. RXN SMILES: [Br:20][CH2:21][CH2:22][c:23]1[cH:24][cH:25][cH:26][cH:27][cH:28]1.[CH3:29][c:30]1[cH:31][cH:32][cH:33][cH:34][cH:35]1.[c:1]1([P:7]([c:8]2[cH:9][cH:10][cH:11][cH:12][cH:13]2)[c:14]2[cH:15][cH:16][cH:17][cH:18][cH:19]2)[cH:2][cH:3][cH:4][cH:5][cH:6]1>>[Br-:20].[c:1]1([P+:7]([c:8]2[cH:9][cH:10][cH:11][cH:12][cH:13]2)([c:14]2[cH:15][cH:16][cH:17][cH:18][cH:19]2)[CH2:21][CH2:22][c:23]2[cH:24][cH:25][cH:26][cH:27][cH:28]2)[cH:2][cH:3][cH:4][cH:5][cH:6]1. The reactants are C(Cl)Cl (CH2Cl2), O (water), [OH-].[Na+] (NaOH), [N+](=O)([O-])C=1C=C(C(=O)Cl)C=CC1 (3-nitrobenzoyl chloride). Run in C1CCOC1 (THF). Conditions: time 174 hour. The product is [N+](=O)([O-])C=1C=C(C(=O)O)C=CC1 (3-NITROBENZOIC ACID). Reaction SMILES: [OH2:1].[OH-].[Na+].[N+:4]([C:7]1[CH:8]=[C:9]([CH:13]=[CH:14][CH:15]=1)[C:10](Cl)=[O:11])([O-:6])=[O:5].C(Cl)Cl>C1COCC1>[N+:4]([C:7]1[CH:8]=[C:9]([CH:13]=[CH:14][CH:15]=1)[C:10]([OH:1])=[O:11])([O-:6])=[O:5] |f:1.2|. Procedure details: 1 liter water and 60 g NaOH are added to 100 g Vulkadur RB® and a solution of 200 g 3-nitrobenzoyl chloride in 300 ml THF is then added with stirring (cooling with ice). After 174 h, 500 ml CH2Cl2 are added and the organic phase is separated off and concentrated by evaporation. The N content of the product corresponds to the theoretical. Starting materials: product, OCCC=1C=2N(C(=NC1C1=CC=CC=C1)N)N=CN2 (8-(2-hydroxyethyl)-7-phenyl-1,2,4-triazolo[2,3-c]pyrimidine-5-amine), CC(C(=O)Cl)(C)C (trimethylacetyl chloride). Yields the product CC(C(=O)OCCC=1C=2N(C(=NC1C1=CC=CC=C1)N)N=CN2)(C)C (8-(2-dimethylpropanoyloxyethyl)-7-phenyl-1,2,4-triazolo[2,3-c]pyrimidine-5-amine). RXN SMILES: [OH:1][CH2:2][CH2:3][C:4]1[C:5]2[N:6]([N:17]=[CH:18][N:19]=2)[C:7]([NH2:16])=[N:8][C:9]=1[C:10]1[CH:15]=[CH:14][CH:13]=[CH:12][CH:11]=1.[CH3:20][C:21]([CH3:26])([CH3:25])[C:22](Cl)=[O:23]>>[CH3:20][C:21]([CH3:26])([CH3:25])[C:22]([O:1][CH2:2][CH2:3][C:4]1[C:5]2[N:6]([N:17]=[CH:18][N:19]=2)[C:7]([NH2:16])=[N:8][C:9]=1[C:10]1[CH:15]=[CH:14][CH:13]=[CH:12][CH:11]=1)=[O:23]. Reported procedure: The title compound, m.p. 160°, was prepared by the method of Example 2 using 2.5 g (0.01 mole) of the product compound of Example 1 and 1.3 g (0.01 mole) of trimethylacetyl chloride, except that the reaction mixture was poured into 150 ml of water, giving a solid precipitate. Recrystallization from ethyl acetate/diethyl ether, rather than chromatography, afforded the title product. The reactants are COC([C@@H](N)COC1(C2=CC=CC=C2C=2C=CC=CC12)C1=CC=CC=C1)=O (O-(9-phenyl-9H-fluoren-9-yl)-L-serine methyl ester), C([O-])([O-])=O.[K+].[K+] (potassium carbonate), IC (iodomethane). The solvent is ClCCl (dichloromethane), C(C)#N (acetonitrile). Conditions: time 16 hour. The product is COC([C@@H](NC)COC1(C2=CC=CC=C2C=2C=CC=CC12)C1=CC=CC=C1)=O (N-Methyl--O--(9-phenyl-9H-fluoren-9-yl)-L-serine methyl ester). The yield is 4.6%. As a reaction SMILES: [CH3:1][O:2][C:3](=[O:27])[C@H:4]([CH2:6][O:7][C:8]1([C:21]2[CH:26]=[CH:25][CH:24]=[CH:23][CH:22]=2)[C:20]2[CH:19]=[CH:18][CH:17]=[CH:16][C:15]=2[C:14]2[C:9]1=[CH:10][CH:11]=[CH:12][CH:13]=2)[NH2:5].[C:28](=O)([O-])[O-].[K+].[K+].IC>C(#N)C.ClCCl>[CH3:1][O:2][C:3](=[O:27])[C@H:4]([CH2:6][O:7][C:8]1([C:21]2[CH:26]=[CH:25][CH:24]=[CH:23][CH:22]=2)[C:9]2[CH:10]=[CH:11][CH:12]=[CH:13][C:14]=2[C:15]2[C:20]1=[CH:19][CH:18]=[CH:17][CH:16]=2)[NH:5][CH3:28] |f:1.2.3|. Procedure details: To a mixture of 0.8 g (2.2 mmol) of O-(9-phenyl-9H-fluoren-9-yl)-L-serine methyl ester (Example 4a, Step 2) and 1.2 g (8.9 mmol) of potassium carbonate in acetonitrile (5 mL) was added 0.17 mL (2.7 mmol) iodomethane and the mixture stirred at room temperature for 16 h. The mixture was dissolved in dichloromethane, filtered and after evaporation of the solvent the residue was chromatographed on silica gel with 60% ethyl acetate in hexanes to give 0.038 g (yield 4.5%) N-Methyl--O--(9-phenyl-9H-flu... The reactants are OC1=CC(=CC2=C1C1=C(C(O2)=O)SCC1)C (1,2-dihydro-9-hydroxy-7-methyl-4-oxo-4H-thieno[2,3-c] [1]benzopyran), C(CCCCC)[Mg]Br (n-hexyl magnesium bromide). Product: C(CCCCC)C1(OC2=C(C3=C1SCC3)C(=CC(=C2)C)O)CCCCCC (4,4-di(1-hexyl)-1,2-dihydro-9-hydroxy-7-methyl-4H-thieno [2,3-c] [1]benzopyran). As a reaction SMILES: [OH:1][C:2]1[C:7]2[C:8]3[CH2:15][CH2:14][S:13][C:9]=3[C:10](=O)[O:11][C:6]=2[CH:5]=[C:4]([CH3:16])[CH:3]=1.[CH2:17]([Mg]Br)[CH2:18][CH2:19][CH2:20][CH2:21][CH3:22]>>[CH2:17]([C:10]1([CH2:6][CH2:7][CH2:2][CH2:3][CH2:4][CH3:5])[C:9]2[S:13][CH2:14][CH2:15][C:8]=2[C:7]2[C:2]([OH:1])=[CH:3][C:4]([CH3:16])=[CH:5][C:6]=2[O:11]1)[CH2:18][CH2:19][CH2:20][CH2:21][CH3:22]. Procedure details: By reacting 1,2-dihydro-9-hydroxy-7-methyl-4-oxo-4H-thieno[2,3-c] [1]benzopyran with n-hexyl magnesium bromide, using the procedure described in Example 8, there is obtained 4,4-di(1-hexyl)-1,2-dihydro-9-hydroxy-7-methyl-4H-thieno [2,3-c] [1]benzopyran. The benzopyran is then reacted with γ-pyrrolidinobutyric acid, hydrobromide salt and dicyclohexylcarbodiimide according to the method of Example 10 to yield the desired ester.